Dataset: the Open Reaction Database (ORD), a public repository of structured organic reaction records. Task: describe an organic reaction: reactants, conditions, products, and yield Reactants: Cl (hydrochloric acid), BrCC=1C(=C(C(=O)OC)C=CC1S(=O)(=O)C)C (methyl 3-bromomethyl-4-methylsulfonyl-2-methylbenzoate), ice water, C[N+]1(CCOCC1)[O-] (N-methylmorpholine oxide). Run in C(C)#N (acetonitrile). The product is C(=O)C=1C(=C(C(=O)OC)C=CC1S(=O)(=O)C)C (methyl 3-formyl-4-methylsulfonyl-2-methylbenzoate). Isolated yield 76.9%. Reaction SMILES: Br[CH2:2][C:3]1[C:4]([CH3:17])=[C:5]([CH:10]=[CH:11][C:12]=1[S:13]([CH3:16])(=[O:15])=[O:14])[C:6]([O:8][CH3:9])=[O:7].C[N+]1([O-])CC[O:22]CC1.Cl>C(#N)C>[CH:2]([C:3]1[C:4]([CH3:17])=[C:5]([CH:10]=[CH:11][C:12]=1[S:13]([CH3:16])(=[O:15])=[O:14])[C:6]([O:8][CH3:9])=[O:7])=[O:22]. Reported procedure: 18.90 g of methyl 3-bromomethyl-4-methylsulfonyl-2-methylbenzoate was dissolved in 180 ml of acetonitrile, and 20.67 g of N-methylmorpholine oxide was added over 10 minutes at room temperature. The resulting solution was stirred at room temperature for an hour, poured into ice water, acidified with concentrated hydrochloric acid, and extracted with benzene. The organic layer was washed with water, then with a saturated sodium chloride solution, and dried over anhydrous magnesium sulfate. The sol... Reactants: CN1C(=NC=C1)C=O (1-methyl-2-imidazole carboxaldehyde), [OH-].[Na+] (sodium hydroxide), NCC1=CC=C(CNC2=CC=C(C=C2)CN(CCC)CCC)C=C1 ((4-aminomethylbenzyl)-(4-dipropylaminomethylphenyl)-amine), C(#N)[BH3-].[Na+] (sodium cyanoborohydride). Run in CO (methanol), C(C)(=O)O (acetic acid). Run at time 17 hour. Yields the product CN1C(=NC=C1)CN(CC=1N(C=CN1)C)CC1=CC=C(CNC2=CC=C(C=C2)CN(CCC)CCC)C=C1 ((4-{[bis(1-methyl-1H-imidazol-2-ylmethyl)-amino]-methyl}-benzyl)-(4-dipropylaminomethylphenyl)-amine). The yield is 122.1%. RXN SMILES: [NH2:1][CH2:2][C:3]1[CH:24]=[CH:23][C:6]([CH2:7][NH:8][C:9]2[CH:14]=[CH:13][C:12]([CH2:15][N:16]([CH2:20][CH2:21][CH3:22])[CH2:17][CH2:18][CH3:19])=[CH:11][CH:10]=2)=[CH:5][CH:4]=1.[CH3:25][N:26]1[CH:30]=[CH:29][N:28]=[C:27]1[CH:31]=O.[C:33]([BH3-])#[N:34].[Na+].[OH-].[Na+]>CO.C(O)(=O)C>[CH3:25][N:26]1[CH:30]=[CH:29][N:28]=[C:27]1[CH2:31][N:1]([CH2:2][C:3]1[CH:4]=[CH:5][C:6]([CH2:7][NH:8][C:9]2[CH:14]=[CH:13][C:12]([CH2:15][N:16]([CH2:20][CH2:21][CH3:22])[CH2:17][CH2:18][CH3:19])=[CH:11][CH:10]=2)=[CH:23][CH:24]=1)[CH2:10][C:9]1[N:34]([CH3:33])[CH:6]=[CH:7][N:8]=1 |f:2.3,4.5|. Reported procedure: The compound (57.3 mg) obtained in Example 39-2 was dissolved in methanol (2.5 ml). The solution was added with 1-methyl-2-imidazole carboxaldehyde (158 mg) and then added with sodium cyanoborohydride (68.4 mg). The reaction solution was adjusted to pH 5 by the addition of acetic acid, followed by stirring for 17 hours at room temperature. Then, the reaction solution was added with a 1 mol/l sodium hydroxide aqueous solution and then subjected to extraction with chloroform. After that, the organ... Starting materials: [Al+3], C1CCOC1, [H-], [H-], [H-], [H-], [Li+], O=C1CCCc2ccccc2N1. Product: c1ccc2c(c1)CCCCN2. RXN SMILES: [Al+3:14].[CH2:19]1[O:20][CH2:21][CH2:22][CH2:23]1.[H-:13].[H-:16].[H-:17].[H-:18].[Li+:15].[NH:1]1[C:2](=[O:12])[CH2:3][CH2:4][CH2:5][c:6]2[c:7]1[cH:8][cH:9][cH:10][cH:11]2>>[NH:1]1[CH2:2][CH2:3][CH2:4][CH2:5][c:6]2[c:7]1[cH:8][cH:9][cH:10][cH:11]2. Reported procedure: Following the procedure as describe in Example 9, making variations as required to replace 2-(3-benzyl-2-oxoimidazolidin-1-yl)-4-methylthiazole-5-carboxylic acid with 4-methyl-2-(2-oxo-3-(4-(trifluoromethoxy)benzyl)imidazolidin-1-yl)thiazole-5-carboxylic acid to react with benzylamine, the title compound was obtained as a white powder in 54% yield: mp 197-198° C.; 1H NMR (300 MHz, CDCl3) δ 7.36-7.16 (m, 9H), 5.97 (t, J=5.4 Hz, 1H), 4.54 (d, J=5.4 Hz, 2H), 4.44 (s, 2H), 4.05 (t, J=8.1 Hz, 2H), 3.... Reactants: C(C1=CC=CC=C1)N1C(N(CC1)C=1SC(=C(N1)C)C(=O)O)=O (2-(3-benzyl-2-oxoimidazolidin-1-yl)-4-methylthiazole-5-carboxylic acid), CC=1N=C(SC1C(=O)O)N1C(N(CC1)CC1=CC=C(C=C1)OC(F)(F)F)=O (4-methyl-2-(2-oxo-3-(4-(trifluoromethoxy)benzyl)imidazolidin-1-yl)thiazole-5-carboxylic acid), C(C1=CC=CC=C1)N (benzylamine). Product: C(C1=CC=CC=C1)NC(=O)C1=C(N=C(S1)N1C(N(CC1)CC1=CC=C(C=C1)OC(F)(F)F)=O)C (N-benzyl-4-methyl-2-(2-oxo-3-(4-(trifluoromethoxy)benzyl)imidazolidin-1-yl)thiazole-5-carboxamide). Reaction SMILES: [CH2:1]([N:8]1CCN(C2SC(C(O)=O)=C(C)N=2)C1=O)[C:2]1[CH:7]=[CH:6][CH:5]=[CH:4][CH:3]=1.[CH3:23][C:24]1[N:25]=[C:26]([N:32]2[CH2:36][CH2:35][N:34]([CH2:37][C:38]3[CH:43]=[CH:42][C:41]([O:44][C:45]([F:48])([F:47])[F:46])=[CH:40][CH:39]=3)[C:33]2=[O:49])[S:27][C:28]=1[C:29]([OH:31])=O.C(N)C1C=CC=CC=1>>[CH2:1]([NH:8][C:29]([C:28]1[S:27][C:26]([N:32]2[CH2:36][CH2:35][N:34]([CH2:37][C:38]3[CH:39]=[CH:40][C:41]([O:44][C:45]([F:47])([F:46])[F:48])=[CH:42][CH:43]=3)[C:33]2=[O:49])=[N:25][C:24]=1[CH3:23])=[O:31])[C:2]1[CH:7]=[CH:6][CH:5]=[CH:4][CH:3]=1. Yield: 54.0%. Starting materials: OC=1C=NC2=CC=CC=C2C1C(=O)O (3-hydroxyquinoline-4-carboxylic acid), C(C)N(C(C)C)C(C)C (N-ethyl-N-isopropylpropan-2-amine), C(C)#N (acetonitrile), amine(S)-1-(2-aminoacetyl)pyrrolidine-2-carbonitrile 2,2,2-trifluoroacetate, N1(C=NC=C1)C(=O)N1C=NC=C1 (di(1H-imidazol-1-yl)methanone). Conditions: temperature 75 celsius, time 4 hour. Product: C(#N)[C@H]1N(CCC1)C(CNC(=O)C1=C(C=NC2=CC=CC=C12)O)=O ((S)—N-(2-(2-cyanopyrrolidine-1-yl)-2-oxoethyl)-3-hydroxyquinoline-4-carboxamide). The yield is 44.0%. RXN SMILES: [OH:1][C:2]1[CH:3]=[N:4][C:5]2[C:10]([C:11]=1[C:12]([OH:14])=O)=[CH:9][CH:8]=[CH:7][CH:6]=2.[CH2:15]([N:17](C(C)C)C(C)C)C.N1([C:29]([N:31]2[CH:35]=[CH:34][N:33]=[CH:32]2)=[O:30])C=CN=C1.[C:36](#N)[CH3:37]>>[C:34]([C@@H:35]1[CH2:37][CH2:36][CH2:32][N:31]1[C:29](=[O:30])[CH2:15][NH:17][C:12]([C:11]1[C:10]2[C:5](=[CH:6][CH:7]=[CH:8][CH:9]=2)[N:4]=[CH:3][C:2]=1[OH:1])=[O:14])#[N:33]. Procedure: To a 50 mL round bottom flask, was added 3-hydroxyquinoline-4-carboxylic acid (0.1 g, 0.529 mmol), acetonitrile (Volume: 10 ml) and N-ethyl-N-isopropylpropan-2-amine (0.157 g, 1.216 mmol) at room temperature with stirring until a solution was observed. Then, di(1H-imidazol-1-yl)methanone (0.094 g, 0.581 mmol) was added in one portion and the mixture was held for 4 h. Then the amine(S)-1-(2-aminoacetyl)pyrrolidine-2-carbonitrile 2,2,2-trifluoroacetate (0.198 g, 0.740 mmol) was added in one portio... Reactants: FC1=CC=CC2=C1CCC(C(N2CC(F)(F)F)=O)N2N=NC(=C2)C2CCNCC2 (6-fluoro-3-[4-(piperidin-4-yl)-1H-1,2,3-triazol-1-yl]-1-(2,2,2-trifluoroethyl)-1,3,4,5-tetrahydro-2H-1-benzazepin-2-one), Cl.ClC1=NC=NC=C1 (4-chloropyrimidine hydrochloride), CCN(C(C)C)C(C)C (DIEA). Solvent: CC(C)O (2-propanol). Product: FC1=CC=CC2=C1CCC(C(N2CC(F)(F)F)=O)N2N=NC(=C2)C2CCN(CC2)C2=NC=NC=C2 (6-fluoro-3-{4-[1-(pyrimidin-4-yl)piperidin-4-yl]-1H-1,2,3-triazol-1-yl}-1-(2,2,2-trifluoroethyl)-1,3,4,5-tetrahydro-2H-1-benzazepin-2-one). The yield is 77.0%. Reaction SMILES: [F:1][C:2]1[C:7]2[CH2:8][CH2:9][CH:10]([N:19]3[CH:23]=[C:22]([CH:24]4[CH2:29][CH2:28][NH:27][CH2:26][CH2:25]4)[N:21]=[N:20]3)[C:11](=[O:18])[N:12]([CH2:13][C:14]([F:17])([F:16])[F:15])[C:6]=2[CH:5]=[CH:4][CH:3]=1.Cl.Cl[C:32]1[CH:37]=[CH:36][N:35]=[CH:34][N:33]=1.CCN(C(C)C)C(C)C>CC(O)C>[F:1][C:2]1[C:7]2[CH2:8][CH2:9][CH:10]([N:19]3[CH:23]=[C:22]([CH:24]4[CH2:29][CH2:28][N:27]([C:32]5[CH:37]=[CH:36][N:35]=[CH:34][N:33]=5)[CH2:26][CH2:25]4)[N:21]=[N:20]3)[C:11](=[O:18])[N:12]([CH2:13][C:14]([F:16])([F:17])[F:15])[C:6]=2[CH:5]=[CH:4][CH:3]=1 |f:1.2|. Reported procedure: In a sealed tube, 6-fluoro-3-[4-(piperidin-4-yl)-1H-1,2,3-triazol-1-yl]-1-(2,2,2-trifluoroethyl)-1,3,4,5-tetrahydro-2H-1-benzazepin-2-one (50 mg, 0.122 mmol), 4-chloropyrimidine hydrochloride (27.5 mg, 0.182 mmol) and DIEA (212 uL, 1.215 mmol) in 2-propanol (1.2 mL) was heated at 140° C. for 1 h. After cooling to ambient temperature and solvent removal under reduced pressure, the residue was purified by column chromatography on silica gel to afford 46 mg title compound. Reactants: Fc1ccc(-n2ncc3cc(C4(C5CC5)CO4)ccc32)cc1, [H-], Nc1ccccc1, [Na+], CN(C)C=O. Product: OC(CNc1ccccc1)(c1ccc2c(cnn2-c2ccc(F)cc2)c1)C1CC1. Reaction SMILES: [CH:10]1([C:13]2([c:16]3[cH:17][c:18]4[cH:19][n:20][n:21](-[c:25]5[cH:26][cH:27][c:28]([F:31])[cH:29][cH:30]5)[c:22]4[cH:23][cH:24]3)[O:14][CH2:15]2)[CH2:11][CH2:12]1.[H-:9].[NH2:1][c:2]1[cH:3][cH:4][cH:5][cH:6][cH:7]1.[Na+:8].[O:32]=[CH:33][N:34]([CH3:35])[CH3:36]>>[NH:1]([c:2]1[cH:3][cH:4][cH:5][cH:6][cH:7]1)[CH2:15][C:13]([CH:10]1[CH2:11][CH2:12]1)([OH:14])[c:16]1[cH:17][c:18]2[cH:19][n:20][n:21](-[c:25]3[cH:26][cH:27][c:28]([F:31])[cH:29][cH:30]3)[c:22]2[cH:23][cH:24]1. Starting materials: C1(=CC=CC=C1)[C@H]1[C@@H](C1)C(=O)Cl (trans-2-phenyl-1-cyclopropanecarbonyl chloride), C(C)OCC=1N(C2=C(C(=NC(=C2C)C)N)N1)CCC1CCNCC1 (2-(ethoxymethyl)-6,7-dimethyl-1-(2-piperidin-4-ylethyl)-1H-imidazo[4,5-c]pyridin-4-amine). Product: C(C)OCC=1N(C2=C(C(=NC(=C2C)C)N)N1)CCC1CCN(CC1)C(=O)[C@H]1[C@@H](C1)C1=CC=CC=C1 (2-(ethoxymethyl)-6,7-dimethyl-1-[2-(1-{[(1R*,2R*)-2-phenylcyclopropyl]carbonyl}piperidin-4-yl)ethyl]-1H-imidazo[4,5-c]pyridin-4-amine). Reaction SMILES: [C:1]1([C@@H:7]2[CH2:9][C@H:8]2[C:10](Cl)=[O:11])[CH:6]=[CH:5][CH:4]=[CH:3][CH:2]=1.[CH2:13]([O:15][CH2:16][C:17]1[N:18]([CH2:29][CH2:30][CH:31]2[CH2:36][CH2:35][NH:34][CH2:33][CH2:32]2)[C:19]2[C:24]([CH3:25])=[C:23]([CH3:26])[N:22]=[C:21]([NH2:27])[C:20]=2[N:28]=1)[CH3:14]>>[CH2:13]([O:15][CH2:16][C:17]1[N:18]([CH2:29][CH2:30][CH:31]2[CH2:32][CH2:33][N:34]([C:10]([C@@H:8]3[CH2:9][C@H:7]3[C:1]3[CH:6]=[CH:5][CH:4]=[CH:3][CH:2]=3)=[O:11])[CH2:35][CH2:36]2)[C:19]2[C:24]([CH3:25])=[C:23]([CH3:26])[N:22]=[C:21]([NH2:27])[C:20]=2[N:28]=1)[CH3:14]. Procedure: Using the method of Examples 61–75, trans-2-phenyl-1-cyclopropanecarbonyl chloride was reacted with 2-(ethoxymethyl)-6,7-dimethyl-1-(2-piperidin-4-ylethyl)-1H-imidazo[4,5-c]pyridin-4-amine to provide the desired product. The observed accurate mass was 476.3039. Reactants: COC(=O)[C@H]1N(C[C@@H](C1)S(=O)(=O)C1=C(C=C(C=C1)OCC(F)(F)F)C(F)(F)F)C=1N(N=C(C1)C)C(C)C ((2S,4R)-1-(2-isopropyl-5-methyl-2H-pyrazol-3-yl)-4-[4-(2,2,2-trifluoro-ethoxy)-2-trifluoromethyl-benzenesulfonyl]-pyrrolidine-2-carboxylic acid methyl ester), COC(=O)[C@@H]1N(C[C@@H](C1)S(=O)(=O)C1=C(C=C(C=C1)OCC(F)(F)F)C(F)(F)F)C=1N(N=C(C1)C)C(C)C ((2R,4R)-1-(2-isopropyl-5-methyl-2H-pyrazol-3-yl)-4-[4-(2,2,2-trifluoro-ethoxy)-2-trifluoromethyl-benzenesulfonyl]-pyrrolidine-2-carboxylic acid methyl ester), [OH-].[Li+] (lithium hydroxide). Yields the product C(C)(C)N1N=C(C=C1N1[C@@H](C[C@H](C1)S(=O)(=O)C1=C(C=C(C=C1)OCC(F)(F)F)C(F)(F)F)C(=O)O)C ((2S,4R)-1-(2-Isopropyl-5-methyl-2H-pyrazol-3-yl)-4-[4-(2,2,2-trifluoro-ethoxy)-2-trifluoromethyl-benzenesulfonyl]-pyrrolidine-2-carboxylic acid). As a reaction SMILES: C[O:2][C:3]([C@@H:5]1[CH2:9][C@@H:8]([S:10]([C:13]2[CH:18]=[CH:17][C:16]([O:19][CH2:20][C:21]([F:24])([F:23])[F:22])=[CH:15][C:14]=2[C:25]([F:28])([F:27])[F:26])(=[O:12])=[O:11])[CH2:7][N:6]1[C:29]1[N:30]([CH:35]([CH3:37])[CH3:36])[N:31]=[C:32]([CH3:34])[CH:33]=1)=[O:4].COC([C@H]1C[C@@H](S(C2C=CC(OCC(F)(F)F)=CC=2C(F)(F)F)(=O)=O)CN1C1N(C(C)C)N=C(C)C=1)=O.[OH-].[Li+]>>[CH:35]([N:30]1[C:29]([N:6]2[CH2:7][C@H:8]([S:10]([C:13]3[CH:18]=[CH:17][C:16]([O:19][CH2:20][C:21]([F:22])([F:23])[F:24])=[CH:15][C:14]=3[C:25]([F:28])([F:27])[F:26])(=[O:12])=[O:11])[CH2:9][C@H:5]2[C:3]([OH:4])=[O:2])=[CH:33][C:32]([CH3:34])=[N:31]1)([CH3:37])[CH3:36] |f:2.3|. Procedure details: In analogy to the procedure described in example 253e, a mixture of (2S,4R)-1-(2-isopropyl-5-methyl-2H-pyrazol-3-yl)-4-[4-(2,2,2-trifluoro-ethoxy)-2-trifluoromethyl-benzenesulfonyl]-pyrrolidine-2-carboxylic acid methyl ester and (2R,4R)-1-(2-isopropyl-5-methyl-2H-pyrazol-3-yl)-4-[4-(2,2,2-trifluoro-ethoxy)-2-trifluoromethyl-benzenesulfonyl]-pyrrolidine-2-carboxylic acid methyl ester was saponified in the presence of lithium hydroxide to give the title compound as colorless solid. MS (ESI): m/z=5... Starting materials: FC(S(=O)(=O)C=1C=CC2=C(O[C@H](CO2)COS(=O)(=O)C2=CC=C(C=C2)C)C1)(F)F ([(2R)-7-(trifluoromethylsulfonyl)-2,3-dihydro-1,4-benzodioxin-2-yl]methyl-4-methylbenzenesulfonate), Cl (hydrochloric acid), C(C)N (ethanamine), amine. The solvent is C(C)#N (ACN). Product: FC(S(=O)(=O)C=1C=CC2=C(O[C@H](CO2)CNCC)C1)(F)F (N-{[(2S)-7-(TRIFLUOROMETHYLSULFONYL)-2,3-DIHYDRO-1,4-BENZODIOXIN-2-YL]METHYL}ETHANAMINE). Reaction SMILES: [F:1][C:2]([F:29])([F:28])[S:3]([C:6]1[CH:7]=[CH:8][C:9]2[O:14][CH2:13][C@H:12]([CH2:15]OS(C3C=CC(C)=CC=3)(=O)=O)[O:11][C:10]=2[CH:27]=1)(=[O:5])=[O:4].[CH2:30]([NH2:32])[CH3:31].Cl>C(#N)C>[F:1][C:2]([F:29])([F:28])[S:3]([C:6]1[CH:7]=[CH:8][C:9]2[O:14][CH2:13][C@H:12]([CH2:15][NH:32][CH2:30][CH3:31])[O:11][C:10]=2[CH:27]=1)(=[O:4])=[O:5]. Reported procedure: Preparation according to Example 2 using [(2R)-7-(trifluoromethylsulfonyl)-2,3-dihydro-1,4-benzodioxin-2-yl]methyl-4-methylbenzenesulfonate (0.27 g, 0.68 mmol), ethanamine (1 ml, 70% in water) and ACN (2 ml). Yield: 0.170 g, 76%. The amine was converted to the hydrochloric acid salt and recrystallized from acetonitrile. M.p. 208° C. MS m/z (rel. intensity, 70 eV) 325 (M+, 1) 58 (bp), 56 (8), 79 (5), 59 (4). [α]=−40° (MeOH).